From a dataset of the Open Reaction Database (ORD), a public repository of structured organic reaction records. describe an organic reaction: reactants, conditions, products, and yield Starting materials: [NH4+].[Cl-] (NH4Cl), FC1=CC(=C(C=C1)C1=C(C=NC=C1)N(C(C1=CC(=CC(=C1)C(F)(F)F)S)=O)C)OC (N-(4-(4-fluoro-2-methoxyphenyl)pyridin-3-yl)-3-mercapto-N-methyl-5-(trifluoromethyl)benzamide), IC1COC1 (3-iodooxetane), CCN(C(C)C)C(C)C (DIPEA). Solvent: CCOC(=O)C (EtOAc), C(C)#N (acetonitrile). Run at time 1.5 hour. Yields the product FC1=CC(=C(C=C1)C1=C(C=NC=C1)N(C(C1=CC(=CC(=C1)C(F)(F)F)SC1COC1)=O)C)OC (N-[4-(4-Fluoro-2-methoxy-phenyl)-pyridin-3-yl]-N-methyl-3-(oxetan-3-ylsulfanyl)-5-trifluoromethyl-benzamide). As a reaction SMILES: [F:1][C:2]1[CH:7]=[CH:6][C:5]([C:8]2[CH:13]=[CH:12][N:11]=[CH:10][C:9]=2[N:14]([CH3:28])[C:15](=[O:27])[C:16]2[CH:21]=[C:20]([C:22]([F:25])([F:24])[F:23])[CH:19]=[C:18]([SH:26])[CH:17]=2)=[C:4]([O:29][CH3:30])[CH:3]=1.I[CH:32]1[CH2:35][O:34][CH2:33]1.CCN(C(C)C)C(C)C.[NH4+].[Cl-]>C(#N)C.CCOC(C)=O>[F:1][C:2]1[CH:7]=[CH:6][C:5]([C:8]2[CH:13]=[CH:12][N:11]=[CH:10][C:9]=2[N:14]([CH3:28])[C:15](=[O:27])[C:16]2[CH:21]=[C:20]([C:22]([F:25])([F:24])[F:23])[CH:19]=[C:18]([S:26][CH:32]3[CH2:35][O:34][CH2:33]3)[CH:17]=2)=[C:4]([O:29][CH3:30])[CH:3]=1 |f:3.4|. Procedure: To a solution of N-(4-(4-fluoro-2-methoxyphenyl)pyridin-3-yl)-3-mercapto-N-methyl-5-(trifluoromethyl)benzamide (0.1 g, 229 μmol, example 129, intermediate) in acetonitrile (2 mL) were added 3-iodooxetane (52.7 mg, 286 μmol, CAS RN 26272-85-5) and DIPEA (74.0 mg, 100 μL, 573 μmol) and the yellow solution was stirred at room temperature for 1.5 hours. Then heating was installed and the yellow solution was stirred at reflux for 2.5 hours. The colorless solution was poured on saturated aqueous NH4Cl... Starting materials: CC1(OCCO1)CCCCN1N=CC(=C1)N (1-[4-(2-methyl-[1,3]dioxolan-2-yl)-butyl]-1H-pyrazol-4-ylamine), C1(=C(C=CC=C1)/C=C/C(=O)O)C ((E)-3-o-tolyl-acrylic acid). Reported procedure: Following general procedure B followed by either C or D, starting from 1-[4-(2-methyl-[1,3]dioxolan-2-yl)-butyl]-1H-pyrazol-4-ylamine and (E)-3-o-tolyl-acrylic acid. Product: O=C(CCCCN1N=CC(=C1)NC(\C=C\C1=C(C=CC=C1)C)=O)C ((E)-N-[1-(5-Oxo-hexyl)-1H-pyrazol-4-yl]-3-o-tolyl-acrylamide). RXN SMILES: [CH3:1][C:2]1([CH2:7][CH2:8][CH2:9][CH2:10][N:11]2[CH:15]=[C:14]([NH2:16])[CH:13]=[N:12]2)[O:6]CCO1.[C:17]1([CH3:28])[CH:22]=[CH:21][CH:20]=[CH:19][C:18]=1/[CH:23]=[CH:24]/[C:25](O)=[O:26]>>[O:6]=[C:2]([CH3:1])[CH2:7][CH2:8][CH2:9][CH2:10][N:11]1[CH:15]=[C:14]([NH:16][C:25](=[O:26])/[CH:24]=[CH:23]/[C:18]2[CH:19]=[CH:20][CH:21]=[CH:22][C:17]=2[CH3:28])[CH:13]=[N:12]1. Reactants: C(C)OC(CCl)=O (Ethylchloroacetate), resultant mixture, C([O-])([O-])=O.[K+].[K+] (potassium carbonate), CC1(NCCC1)C (2,2-dimethyl-pyrolidine). Solvent: C(C)O (ethanol), C(C)OCC (diethyl ether). The product is C(C)OC(CN1C(CCC1)(C)C)=O ((2,2-dimethyl-pyrrolidin-1-yl)-acetic acid ethyl ester). The yield is 61.5%. Reaction SMILES: [CH2:1]([O:3][C:4](=[O:7])[CH2:5]Cl)[CH3:2].C(=O)([O-])[O-].[K+].[K+].[CH3:14][C:15]1([CH3:20])[CH2:19][CH2:18][CH2:17][NH:16]1>C(O)C.C(OCC)C>[CH2:1]([O:3][C:4](=[O:7])[CH2:5][N:16]1[CH2:17][CH2:18][CH2:19][C:15]1([CH3:20])[CH3:14])[CH3:2] |f:1.2.3|. Procedure: Ethylchloroacetate (0.15 ml, 1.37 mmol), potassium carbonate (416 mg, 1.5 mmol) and 2,2-dimethyl-pyrolidine (0.280 mg, 2.06 mmol) were suspended in ethanol (3 ml) and subjected to microwave irradiation at 120° C. for 45 min. The resultant mixture was suspended in diethyl ether (30 ml), extracted with 2M hydrochloric acid (30 ml) and the organic layer discarded. The aqueous layer was treated with a slight excess of 4N sodium hydroxide solution and extracted with diethyl ether (3×30 ml). The organ... The reactants are COc1cc2ncnc(Nc3cccc(Cl)c3F)c2cc1C=O, CC(C)(C)OC(=O)N1CCC(N)(C(=O)O)CC1. Product: COc1cc2ncnc(Nc3cccc(Cl)c3F)c2cc1CNC1(C(=O)O)CCN(C(=O)OC(C)(C)C)CC1. Reaction SMILES: [Cl:1][c:2]1[c:3]([F:23])[c:4]([NH:5][c:6]2[n:7][cH:8][n:9][c:10]3[cH:11][c:12]([O:18][CH3:19])[c:13]([CH:16]=[O:17])[cH:14][c:15]23)[cH:20][cH:21][cH:22]1.[NH2:24][C:25]1([C:38](=[O:39])[OH:40])[CH2:26][CH2:27][N:28]([C:31](=[O:32])[O:33][C:34]([CH3:35])([CH3:36])[CH3:37])[CH2:29][CH2:30]1>>[Cl:1][c:2]1[c:3]([F:23])[c:4]([NH:5][c:6]2[n:7][cH:8][n:9][c:10]3[cH:11][c:12]([O:18][CH3:19])[c:13]([CH2:16][NH:24][C:25]4([C:38](=[O:39])[OH:40])[CH2:26][CH2:27][N:28]([C:31](=[O:32])[O:33][C:34]([CH3:35])([CH3:36])[CH3:37])[CH2:29][CH2:30]4)[cH:14][c:15]23)[cH:20][cH:21][cH:22]1. Reactants: O=C([O-])[O-], CC(C)(C)OC(=O)N1CCC(OS(C)(=O)=O)CC1, CN(C)C=O, [K+], [K+], O, O=C1CCc2cc(O)ccc2N1. Product: CC(C)(C)OC(=O)N1CCC(Oc2ccc3c(c2)CCC(=O)N3)CC1. Reaction SMILES: [C:31](=[O:32])([O-:33])[O-:34].[CH3:13][S:14]([O:15][CH:18]1[CH2:19][CH2:20][N:21]([C:24](=[O:25])[O:26][C:27]([CH3:28])([CH3:29])[CH3:30])[CH2:22][CH2:23]1)(=[O:16])=[O:17].[CH3:37][N:38]([CH3:39])[CH:40]=[O:41].[K+:35].[K+:36].[OH2:42].[OH:1][c:2]1[cH:3][c:4]2[c:9]([cH:10][cH:11]1)[NH:8][C:7](=[O:12])[CH2:6][CH2:5]2>>[O:1]([c:2]1[cH:3][c:4]2[c:9]([cH:10][cH:11]1)[NH:8][C:7](=[O:12])[CH2:6][CH2:5]2)[CH:18]1[CH2:19][CH2:20][N:21]([C:24](=[O:25])[O:26][C:27]([CH3:28])([CH3:29])[CH3:30])[CH2:22][CH2:23]1. The reactants are O=C([O-])[O-], CCNCC, CC#N, O=C(CCl)Nc1ccc(Oc2ccc3c(c2)CCC(c2ccccc2)O3)nc1, [K+], [K+], O. Product: CCN(CC)CC(=O)Nc1ccc(Oc2ccc3c(c2)CCC(c2ccccc2)O3)nc1, Cl. Reaction SMILES: [C:29](=[O:30])([O-:31])[O-:32].[CH2:35]([CH3:36])[NH:37][CH2:38][CH3:39].[CH3:41][C:42]#[N:43].[Cl:1][CH2:2][C:3](=[O:4])[NH:5][c:6]1[cH:7][n:8][c:9]([O:12][c:13]2[cH:14][c:15]3[c:20]([cH:21][cH:22]2)[O:19][CH:18]([c:23]2[cH:24][cH:25][cH:26][cH:27][cH:28]2)[CH2:17][CH2:16]3)[cH:10][cH:11]1.[K+:33].[K+:34].[OH2:40]>>[CH2:2]([C:3](=[O:4])[NH:5][c:6]1[cH:7][n:8][c:9]([O:12][c:13]2[cH:14][c:15]3[c:20]([cH:21][cH:22]2)[O:19][CH:18]([c:23]2[cH:24][cH:25][cH:26][cH:27][cH:28]2)[CH2:17][CH2:16]3)[cH:10][cH:11]1)[N:37]([CH2:35][CH3:36])[CH2:38][CH3:39].[ClH:1]. Product: C(C)(=O)OCC=C(CBr)C ((4-bromo-3-methyl-2-butenyl) acetate). Reactants: C=CC(C)=C (isoprene), C(C)(=O)O (acetic acid), BrN1C(CCC1=O)=O (N-bromosuccinimide), ice water. Isolated yield 52.3%. RXN SMILES: [CH2:1]=[CH:2][C:3](=[CH2:5])[CH3:4].[Br:6]N1C(=O)CCC1=O.[C:14]([OH:17])(=[O:16])[CH3:15]>>[C:14]([O:17][CH2:1][CH:2]=[C:3]([CH3:4])[CH2:5][Br:6])(=[O:16])[CH3:15]. Procedure: Into acetic acid (500 ml) were dissolved 85 g (1.25 mol) of isoprene. Under stirring at 15° C., 260 g (1.45 mol) of N-bromosuccinimide were added therein dividedly four times little by little over two hours. Thereafter, the resulting mixture was stirred for additional two hours. The reaction liquid was added into ice water and extracted with ether. After the organic layer was washed with water, washed with a 5% aqueous solution of sodium hydrogencarbonate, washed with water and dried, the solven... Reaction conditions: temperature 15 celsius, time 2 hour. Starting materials: ClC=1C=[N+](C=C(C1C[C@H](O)C1=CC(=C(C=C1)OC(F)F)OCC1CC1)Cl)[O-] ((S)-3,5-dichloro-4-(2-(3-(cyclopropylmethoxy)-4-(difluoromethoxy)phenyl)-2-hydroxyethyl)pyridine 1-oxide), CSC1=CC=C(C=C1)NC(CC(=O)O)=O (3-(4-(methylthio)-phenylamino)-3-oxopropanoic acid), C(CCl)Cl (EDC). Reagents/catalysts: CN(C)C=1C=CN=CC1 (DMAP). Run in CN(C)C=O (DMF), O (water). Run at time 8 hour. Product: ClC=1C=[N+](C=C(C1C[C@H](OC(CC(=O)NC1=CC=C(C=C1)SC)=O)C1=CC(=C(C=C1)OC(F)F)OCC1CC1)Cl)[O-] ((S)-3,5-dichloro-4-(2-(3-(cyclopropylmethoxy)-4-(difluoromethoxy)phenyl)-2-(3-(4-(methylthio)-phenylamino)-3-oxopropanoyloxy)ethyl)pyridine 1-oxide). Isolated yield 44.9%. As a reaction SMILES: [Cl:1][C:2]1[CH:3]=[N+:4]([O-:27])[CH:5]=[C:6]([Cl:26])[C:7]=1[CH2:8][C@@H:9]([C:11]1[CH:16]=[CH:15][C:14]([O:17][CH:18]([F:20])[F:19])=[C:13]([O:21][CH2:22][CH:23]2[CH2:25][CH2:24]2)[CH:12]=1)[OH:10].[CH3:28][S:29][C:30]1[CH:35]=[CH:34][C:33]([NH:36][C:37](=[O:42])[CH2:38][C:39](O)=[O:40])=[CH:32][CH:31]=1.C(Cl)CCl>CN(C1C=CN=CC=1)C.CN(C=O)C.O>[Cl:1][C:2]1[CH:3]=[N+:4]([O-:27])[CH:5]=[C:6]([Cl:26])[C:7]=1[CH2:8][C@@H:9]([C:11]1[CH:16]=[CH:15][C:14]([O:17][CH:18]([F:20])[F:19])=[C:13]([O:21][CH2:22][CH:23]2[CH2:25][CH2:24]2)[CH:12]=1)[O:10][C:39](=[O:40])[CH2:38][C:37]([NH:36][C:33]1[CH:34]=[CH:35][C:30]([S:29][CH3:28])=[CH:31][CH:32]=1)=[O:42]. Reported procedure: (S)-3,5-dichloro-4-(2-(3-(cyclopropylmethoxy)-4-(difluoromethoxy)phenyl)-2-hydroxyethyl)pyridine 1-oxide (30 mg, 0.071 mmol), 3-(4-(methylthio)-phenylamino)-3-oxopropanoic acid (32.2 mg, 0.143 mmol), DMAP (13.08 mg, 0.107 mmol), and EDC (41.1 mg, 0.214 mmol) were dissolved in DMF (1.5 ml). The reaction was stirred at RT overnight. The reaction mixture was diluted with water and extracted with EtOAc. The organic phase was washed with HCl 1N, Na2CO3 sat. sol. and brine, dried over Na2SO4 and conce...